This data is from the Open Reaction Database (ORD), a public repository of structured organic reaction records. The task is: describe an organic reaction: reactants, conditions, products, and yield Starting materials: C1CCNCC1, Cc1nc(C#Cc2ccc(Cl)nc2)cs1, CN(C)C=O. Product: Cc1nc(C#Cc2ccc(N3CCCCC3)nc2)cs1. RXN SMILES: [CH2:16]1[CH2:17][CH2:18][NH:19][CH2:20][CH2:21]1.[Cl:1][c:2]1[n:3][cH:4][c:5]([C:8]#[C:9][c:10]2[n:11][c:12]([CH3:15])[s:13][cH:14]2)[cH:6][cH:7]1.[O:22]=[CH:23][N:24]([CH3:25])[CH3:26]>>[c:2]1([N:19]2[CH2:18][CH2:17][CH2:16][CH2:21][CH2:20]2)[n:3][cH:4][c:5]([C:8]#[C:9][c:10]2[n:11][c:12]([CH3:15])[s:13][cH:14]2)[cH:6][cH:7]1.